Dataset: the Open Reaction Database (ORD), a public repository of structured organic reaction records. Task: describe an organic reaction: reactants, conditions, products, and yield Reactants: N(CCO)CCO (diethanolamine), ClCCN=C=O (2-chloroethyl isocyanate). Reported procedure: 2.1 g of diethanolamine are dissolved in 30 ml of tetrahydrofuran, and 2.1 g of 2-chloroethyl isocyanate is added dropwise thereto at 0° to 5° C. The solution is stirred at room temperature for 2 hours. Then, the reaction solution is condensed under reduced pressure. 4.2 g of 1-(2-chloroethyl)-3,3-bis(2-hydroxyethyl)urea are obtained as a colorless oil. Conditions: time 2 hour. As a reaction SMILES: [NH:1]([CH2:5][CH2:6][OH:7])[CH2:2][CH2:3][OH:4].[Cl:8][CH2:9][CH2:10][N:11]=[C:12]=[O:13]>O1CCCC1>[Cl:8][CH2:9][CH2:10][NH:11][C:12]([N:1]([CH2:5][CH2:6][OH:7])[CH2:2][CH2:3][OH:4])=[O:13]. The yield is 100.2%. Solvent: O1CCCC1 (tetrahydrofuran). Yields the product ClCCNC(=O)N(CCO)CCO (1-(2-chloroethyl)-3,3-bis(2-hydroxyethyl)urea). Starting materials: FC1=CC=C(C=C1)C(C1=CC=CC=C1)NC=C(C#N)CC#N (2-({[(4-fluorophenyl)(phenyl)methyl]amino}methylene)butanedinitrile), [O-]CC.[K+] (potassium ethoxide), O (water). Run in O1CCCC1 (tetrahydrofuran), C(C)O (ethanol). Reaction conditions: time 1 hour. The product is NC1=CC(=CN1C(C1=CC=CC=C1)C1=CC=C(C=C1)F)C#N (5-Amino-1-[(4-fluorophenyl)(phenyl)methyl]-1H-pyrrole-3-carbonitrile). RXN SMILES: [F:1][C:2]1[CH:7]=[CH:6][C:5]([CH:8]([NH:15][CH:16]=[C:17]([CH2:20][C:21]#[N:22])[C:18]#[N:19])[C:9]2[CH:14]=[CH:13][CH:12]=[CH:11][CH:10]=2)=[CH:4][CH:3]=1.[O-]CC.[K+].O>O1CCCC1.C(O)C>[NH2:22][C:21]1[N:15]([CH:8]([C:5]2[CH:4]=[CH:3][C:2]([F:1])=[CH:7][CH:6]=2)[C:9]2[CH:14]=[CH:13][CH:12]=[CH:11][CH:10]=2)[CH:16]=[C:17]([C:18]#[N:19])[CH:20]=1 |f:1.2|. Procedure details: To a solution of 2-({[(4-fluorophenyl)(phenyl)methyl]amino}methylene)butanedinitrile (13.9 g, 47.7 mmol) in tetrahydrofuran (50 ml) and ethanol (50 ml) was slowly added potassium ethoxide (7.05 g, 83.8 mmol), the mixture was stirred at room temperature for 1 hour and poured into iced water. The product was extracted with ethyl acetate, the extract was washed with water, dried over anhydrous magnesium sulfate and the solvent was distilled off under reduced pressure to give the objective product a... Starting materials: ClC1=C(OCC(=O)O)C=CC(=C1)C(F)(F)F ((2-chloro-4-trifluoromethyl-phenoxy)-acetic acid), NC=1C=CC(=C(C(=O)OCC)C1)OCCN(CC)CC (ethyl 5-amino-2-(2-diethylamino-ethoxy)-benzoate). Reported procedure: Prepared analogously to Example 143 starting from (2-chloro-4-trifluoromethyl-phenoxy)-acetic acid (Z2b) and ethyl 5-amino-2-(2-diethylamino-ethoxy)-benzoate. The reaction mixture was evaporated down i. vac. and the residue was dissolved in dichloromethane. The org. phase was washed with water, dried over sodium sulphate and evaporated down i. vac. Purification by column chromatography (Alox, neutral, act. II-III, gradient petroleum ether/EtOAc 70:30→50:50) yielded the product. Yields the product ClC1=C(OCC(=O)NC=2C=CC(=C(C(=O)OCC)C2)OCCN(CC)CC)C=CC(=C1)C(F)(F)F (ethyl 5-[2-(2-chloro-4-trifluoromethyl-phenoxy)-acetylamino]-2-(2-diethylamino-ethoxy)-benzoate). As a reaction SMILES: [Cl:1][C:2]1[CH:12]=[C:11]([C:13]([F:16])([F:15])[F:14])[CH:10]=[CH:9][C:3]=1[O:4][CH2:5][C:6]([OH:8])=O.[NH2:17][C:18]1[CH:19]=[CH:20][C:21]([O:29][CH2:30][CH2:31][N:32]([CH2:35][CH3:36])[CH2:33][CH3:34])=[C:22]([CH:28]=1)[C:23]([O:25][CH2:26][CH3:27])=[O:24]>>[Cl:1][C:2]1[CH:12]=[C:11]([C:13]([F:16])([F:15])[F:14])[CH:10]=[CH:9][C:3]=1[O:4][CH2:5][C:6]([NH:17][C:18]1[CH:19]=[CH:20][C:21]([O:29][CH2:30][CH2:31][N:32]([CH2:35][CH3:36])[CH2:33][CH3:34])=[C:22]([CH:28]=1)[C:23]([O:25][CH2:26][CH3:27])=[O:24])=[O:8]. Reactants: CO, O=Cc1cc(C(=O)O)ccc1O, O=S(=O)(O)O. Product: COC(=O)c1ccc(O)c(C=O)c1. Reaction SMILES: [CH3:18][OH:19].[CH:1](=[O:2])[c:3]1[cH:4][c:5]([C:6](=[O:7])[OH:8])[cH:9][cH:10][c:11]1[OH:12].[S:13](=[O:14])(=[O:15])([OH:16])[OH:17]>>[CH:1](=[O:2])[c:3]1[cH:4][c:5]([C:6](=[O:7])[O:8][CH3:18])[cH:9][cH:10][c:11]1[OH:12]. Reactants: C(C)(C)(C)OC(=O)NCC(=O)O (tert-butoxycarbonylamino-acetic acid), Cl.CN(CCCN=C=NCC)C (1-(3-dimethylaminopropyl)-3-ethylcarbodiimide hydrochloride), FC1=CC=C(CN2[C@@H](CN[C@H](C2)C)C)C=C1 (1-(4-fluoro-benzyl)-(2R,5S)-2,5-dimethyl-piperazine). Reagents/catalysts: CN(C1=CC=NC=C1)C (4-dimethylaminopyridine). Run in ClCCl (dichloromethane), ClCCl (dichloromethane). Run at time 8 hour. Yields the product C(C)(C)(C)OC(NCC(=O)N1[C@@H](CN([C@H](C1)C)CC1=CC=C(C=C1)F)C)=O ({2-[4-(4-Fluoro-benzyl)-(2R,5S)-2,5-dimethyl-piperazin-1-yl]-2-oxo-ethyl}-carbamic acid tert-butyl ester). Yield: 94.3%. Reaction SMILES: [C:1]([O:5][C:6]([NH:8][CH2:9][C:10]([OH:12])=O)=[O:7])([CH3:4])([CH3:3])[CH3:2].Cl.CN(C)CCCN=C=NCC.[F:25][C:26]1[CH:40]=[CH:39][C:29]([CH2:30][N:31]2[CH2:36][C@H:35]([CH3:37])[NH:34][CH2:33][C@H:32]2[CH3:38])=[CH:28][CH:27]=1>ClCCl.CN(C)C1C=CN=CC=1>[C:1]([O:5][C:6](=[O:7])[NH:8][CH2:9][C:10]([N:34]1[CH2:33][C@H:32]([CH3:38])[N:31]([CH2:30][C:29]2[CH:39]=[CH:40][C:26]([F:25])=[CH:27][CH:28]=2)[CH2:36][C@H:35]1[CH3:37])=[O:12])([CH3:2])([CH3:3])[CH3:4] |f:1.2|. Procedure: To a solution of tert-butoxycarbonylamino-acetic acid (0.71 g, 4.05 mmol) in dichloromethane (40 mL) was added 4-dimethylaminopyridine (0.74 g, 6.07 mmol), 1-(3-dimethylaminopropyl)-3-ethylcarbodiimide hydrochloride (1.16 g, 6.07 mmol) and 1-(4-fluoro-benzyl)-(2R,5S)-2,5-dimethyl-piperazine (0.90 g, 4.05 mmol). The reaction was stirred overnight at ambient temperature. The reaction was diluted with dichloromethane and washed with brine. The organic layer was separated, dried over magnesium sulfa... The reactants are CC(=C)CC (2-methyl-1-butene), BrC1=C(C(=O)O)C=C(C(=C1)C(=O)OCC1=CC=CC=C1)OCC1=CC=CC=C1 (2-bromo-5-[(phenylmethyl)oxy]-4-{[(phenylmethyl)oxy]carbonyl}benzoic acid), BrC=1C(=CC(=C(C(=O)OCC2=CC=CC=C2)C1)OCC1=CC=CC=C1)C=O (phenylmethyl 5-bromo-4-formyl-2-[(phenylmethyl)oxy]benzoate), C(C)(C)N(CC)C(C)C (diisopropylethylamine), Cl.CNC (dimethylamine hydrochloride), ON1N=NC2=C1N=CC=C2 (1-hydroxy-7-azabenzotriazole), C(CCl)Cl (EDC), S(N)(O)(=O)=O (sulfamic acid). The solvent is CN(C=O)C (N,N-dimethylformamide), O (water), C(C)(=O)OCC (Ethyl acetate). Conditions: time 18 hour. Yields the product BrC=1C(=CC(=C(C(=O)OCC2=CC=CC=C2)C1)OCC1=CC=CC=C1)C(=O)N(C)C (Phenylmethyl 5-bromo-4-[(dimethylamino)carbonyl]-2-[(phenylmethyl)oxy]benzoate). As a reaction SMILES: [Br:1][C:2]1[CH:10]=[C:9]([C:11]([O:13][CH2:14][C:15]2[CH:20]=[CH:19][CH:18]=[CH:17][CH:16]=2)=[O:12])[C:8]([O:21][CH2:22][C:23]2[CH:28]=[CH:27][CH:26]=[CH:25][CH:24]=2)=[CH:7][C:3]=1[C:4](O)=[O:5].BrC1C(C=O)=CC(OCC2C=CC=CC=2)=C(C=1)C(OCC1C=CC=CC=1)=O.S(=O)(=O)(O)N.CC(CC)=C.[CH:66]([N:69](C(C)C)[CH2:70]C)(C)C.Cl.CNC.ON1C2N=CC=CC=2N=N1.C(Cl)CCl>CN(C)C=O.O.C(OCC)(=O)C>[Br:1][C:2]1[C:3]([C:4]([N:69]([CH3:70])[CH3:66])=[O:5])=[CH:7][C:8]([O:21][CH2:22][C:23]2[CH:28]=[CH:27][CH:26]=[CH:25][CH:24]=2)=[C:9]([CH:10]=1)[C:11]([O:13][CH2:14][C:15]1[CH:20]=[CH:19][CH:18]=[CH:17][CH:16]=1)=[O:12] |f:5.6|. Reported procedure: To a solution of 2-bromo-5-[(phenylmethyl)oxy]-4-{[(phenylmethyl)oxy]carbonyl}benzoic acid (may be prepared as by oxidation of phenylmethyl 5-bromo-4-formyl-2-[(phenylmethyl)oxy]benzoate—may be prepared as described in Description 24—with sulfamic acid in the presence of 2-methyl-1-butene; 436 mg, 0.99 mmol) in N,N-dimethylformamide (5 ml) was added diisopropylethylamine (0.35 ml, 1.98 mmol), dimethylamine hydrochloride (121 mg, 1.48 mmol), 1-hydroxy-7-azabenzotriazole (188 mg, 1.38 mmol) and ED... The reactants are O1C(=CC2=C1C=CC=C2)C2=C(C=CC=C2)C2=C(C(=NN2C)C(=O)O)C (5-(3-benzofuran-2-yl-phenyl)-1,4-dimethyl-1H-pyrazole-3-carboxylic acid), N1(CCNCC1)CCCO (1-piperazinepropanol). The product is O1C(=CC2=C1C=CC=C2)C2=C(C=CC=C2)C2=C(C(=NN2C)C(=O)N2CCN(CC2)CCCO)C ([5-(3-Benzofuran-2-yl-phenyl)-1,4-dimethyl-1H-pyrazol-3-yl]-[4-(3-hydroxy-propyl)-piperazin-1-yl]-methanone). Yield: 59.0%. Reaction SMILES: [O:1]1[C:5]2[CH:6]=[CH:7][CH:8]=[CH:9][C:4]=2[CH:3]=[C:2]1[C:10]1[CH:15]=[CH:14][CH:13]=[CH:12][C:11]=1[C:16]1[N:20]([CH3:21])[N:19]=[C:18]([C:22](O)=[O:23])[C:17]=1[CH3:25].[N:26]1([CH2:32][CH2:33][CH2:34][OH:35])[CH2:31][CH2:30][NH:29][CH2:28][CH2:27]1>>[O:1]1[C:5]2[CH:6]=[CH:7][CH:8]=[CH:9][C:4]=2[CH:3]=[C:2]1[C:10]1[CH:15]=[CH:14][CH:13]=[CH:12][C:11]=1[C:16]1[N:20]([CH3:21])[N:19]=[C:18]([C:22]([N:29]2[CH2:30][CH2:31][N:26]([CH2:32][CH2:33][CH2:34][OH:35])[CH2:27][CH2:28]2)=[O:23])[C:17]=1[CH3:25]. Reported procedure: In analogy to the procedure described in Example 181, 5-(3-benzofuran-2-yl-phenyl)-1,4-dimethyl-1H-pyrazole-3-carboxylic acid (Example 16C]) and 1-piperazinepropanol gave after suspending in a small amount of EtOAc and filtration the title compound in 59% yield as light yellow powder. MS: 459.3 (MH+). Reactants: S(=O)(=O)=NC(=O)N (sulfonylurea), C(C)(C)(C)OC(N(C)C=1C=C2C=CN(C(C2=CC1F)=O)C1=CC=C(C=C1)N)=O ([2-(4-Amino-phenyl)-7-fluoro-1-oxo-1,2-dihydro-isoquinolin-6-yl]-methyl-carbamic acid tert-butyl ester), C(CC)C1=CC=C(S1)S(=O)(=O)N (5-propylthiophene-2-sulfonic acid amide). The product is NC=1C=C2C=CN(C(C2=CC1F)=O)C1=CC=C(C=C1)NC(=O)NS(=O)(=O)C=1SC(=CC1)CCC (N-({[4-(6-amino-7-fluoro-1-oxoisoquinolin-2(1H)-yl)phenyl]amino}carbonyl)-5-propylthiophene-2-sulfonamide). RXN SMILES: [S:1](=[N:4][C:5]([NH2:7])=[O:6])(=[O:3])=[O:2].C(OC(=O)[N:14]([C:16]1[CH:17]=[C:18]2[C:23](=[CH:24][C:25]=1[F:26])[C:22](=[O:27])[N:21]([C:28]1[CH:33]=[CH:32][C:31](N)=[CH:30][CH:29]=1)[CH:20]=[CH:19]2)C)(C)(C)C.[CH2:36]([C:39]1[S:43][C:42](S(N)(=O)=O)=[CH:41][CH:40]=1)[CH2:37][CH3:38]>>[NH2:14][C:16]1[CH:17]=[C:18]2[C:23](=[CH:24][C:25]=1[F:26])[C:22](=[O:27])[N:21]([C:28]1[CH:33]=[CH:32][C:31]([NH:7][C:5]([NH:4][S:1]([C:42]3[S:43][C:39]([CH2:36][CH2:37][CH3:38])=[CH:40][CH:41]=3)(=[O:3])=[O:2])=[O:6])=[CH:30][CH:29]=1)[CH:20]=[CH:19]2. Procedure: An analogous sulfonylurea coupling and de-protection procedure to that described in Example 29 was performed on [2-(4-Amino-phenyl)-7-fluoro-1-oxo-1,2-dihydro-isoquinolin-6-yl]-methyl-carbamic acid tert-butyl ester (Example 9) and 5-propylthiophene-2-sulfonic acid amide to give N-({[4-(6-amino-7-fluoro-1-oxoisoquinolin-2(1H)-yl)phenyl]amino}carbonyl)-5-propylthiophene-2-sulfonamide. ES-MS (M+H)+=515.1; 1H-NMR (DMSO-d6) δ (ppm): 9.06-9.00 (s, 1H), 7.66-7.62 (d, J=12.4 Hz, 1H), 7.62-7.58 (d, J=3.7... The reactants are CC(=O)OC(C)=O, Cc1c2n(c3ccc(Cl)cc13)C(=O)C(C(O)c1ncn(C(c3ccccc3)(c3ccccc3)c3ccccc3)c1C)CC2, ClCCl, c1ccncc1. Product: CC(=O)OC(c1ncn(C(c2ccccc2)(c2ccccc2)c2ccccc2)c1C)C1CCc2c(C)c3cc(Cl)ccc3n2C1=O. As a reaction SMILES: [CH3:50][C:51](=[O:52])[O:53][C:54](=[O:55])[CH3:56].[Cl:1][c:2]1[cH:3][c:4]2[c:5]([CH3:43])[c:6]3[n:7]([c:8]2[cH:9][cH:10]1)[C:11](=[O:42])[CH:12]([CH:15]([c:16]1[n:17][cH:18][n:19]([C:22]([c:23]2[cH:24][cH:25][cH:26][cH:27][cH:28]2)([c:29]2[cH:30][cH:31][cH:32][cH:33][cH:34]2)[c:35]2[cH:36][cH:37][cH:38][cH:39][cH:40]2)[c:20]1[CH3:21])[OH:41])[CH2:13][CH2:14]3.[Cl:57][CH2:58][Cl:59].[cH:44]1[cH:45][cH:46][n:47][cH:48][cH:49]1>>[Cl:1][c:2]1[cH:3][c:4]2[c:5]([CH3:43])[c:6]3[n:7]([c:8]2[cH:9][cH:10]1)[C:11](=[O:42])[CH:12]([CH:15]([c:16]1[n:17][cH:18][n:19]([C:22]([c:23]2[cH:24][cH:25][cH:26][cH:27][cH:28]2)([c:29]2[cH:30][cH:31][cH:32][cH:33][cH:34]2)[c:35]2[cH:36][cH:37][cH:38][cH:39][cH:40]2)[c:20]1[CH3:21])[O:41][C:51]([CH3:50])=[O:52])[CH2:13][CH2:14]3. Reactants: C1(CC1)COC1=C(C=C(C=C1)C)C1=C2C(=NC=C1)C(=C(N2COCC[Si](C)(C)C)C)C(=O)O (7-[2-(cyclopropylmethoxy)-5-methylphenyl]-2-methyl-1-{[2-(trimethylsilyl)ethoxy]methyl}-1H-pyrrolo[3,2-b]pyridine-3-carboxylic acid), NC1CCN(CC1)C(=O)OC(C)(C)C (tert-butyl 4-amino-piperidine-1-carboxylate). The product is C1(CC1)COC1=C(C=C(C=C1)C)C1=C2C(=NC=C1)C(=C(N2COCC[Si](C)(C)C)C)C(=O)NC2CCN(CC2)C(=O)OC(C)(C)C (tert-Butyl 4-{[(7-[2-(cyclopropylmethoxy)-5-methylphenyl]-2-methyl-1-{[2-(trimethylsilyl)ethoxy]methyl}-1H-pyrrolo[3,2-b]pyridin-3-yl)carbonyl]amino}piperidine-1-carboxylate). RXN SMILES: [CH:1]1([CH2:4][O:5][C:6]2[CH:11]=[CH:10][C:9]([CH3:12])=[CH:8][C:7]=2[C:13]2[CH:18]=[CH:17][N:16]=[C:15]3[C:19]([C:31]([OH:33])=O)=[C:20]([CH3:30])[N:21]([CH2:22][O:23][CH2:24][CH2:25][Si:26]([CH3:29])([CH3:28])[CH3:27])[C:14]=23)[CH2:3][CH2:2]1.[NH2:34][CH:35]1[CH2:40][CH2:39][N:38]([C:41]([O:43][C:44]([CH3:47])([CH3:46])[CH3:45])=[O:42])[CH2:37][CH2:36]1>>[CH:1]1([CH2:4][O:5][C:6]2[CH:11]=[CH:10][C:9]([CH3:12])=[CH:8][C:7]=2[C:13]2[CH:18]=[CH:17][N:16]=[C:15]3[C:19]([C:31]([NH:34][CH:35]4[CH2:36][CH2:37][N:38]([C:41]([O:43][C:44]([CH3:47])([CH3:46])[CH3:45])=[O:42])[CH2:39][CH2:40]4)=[O:33])=[C:20]([CH3:30])[N:21]([CH2:22][O:23][CH2:24][CH2:25][Si:26]([CH3:27])([CH3:29])[CH3:28])[C:14]=23)[CH2:3][CH2:2]1. Procedure: Starting from 7-[2-(cyclopropylmethoxy)-5-methylphenyl]-2-methyl-1-{[2-(trimethylsilyl)ethoxy]methyl}-1H-pyrrolo[3,2-b]pyridine-3-carboxylic acid (example D.c6) and commercially available tert-butyl 4-amino-piperidine-1-carboxylate the title compound is obtained as pale yellow viscous oil.